Dataset: the Open Reaction Database (ORD), a public repository of structured organic reaction records. Task: describe an organic reaction: reactants, conditions, products, and yield The reactants are COC1=C(C=CC(=N1)N)C(=C)C (6-methoxy-5-(prop-1-en-2-yl)pyridin-2-amine), [H][H] (hydrogen). The reagents and catalysts are [Pd] (palladium on carbon). The solvent is CO (methanol). Reaction conditions: time 8 hour. The product is C(C)(C)C=1C=CC(=NC1OC)N (5-isopropyl-6-methoxypyridin-2-amine). Isolated yield 52.6%. RXN SMILES: [CH3:1][O:2][C:3]1[N:8]=[C:7]([NH2:9])[CH:6]=[CH:5][C:4]=1[C:10]([CH3:12])=[CH2:11].[H][H]>CO.[Pd]>[CH:10]([C:4]1[CH:5]=[CH:6][C:7]([NH2:9])=[N:8][C:3]=1[O:2][CH3:1])([CH3:12])[CH3:11]. Procedure details: To a solution of 5-fluoro-6-isopropenyl-pyridin-2-ylamine (crude from Step 1, 8.47 mmol) in methanol (17.5 mL) was added 10% palladium on carbon (123 mg) at room temperature. A hydrogen balloon (1 atm) was attached and the mixture was stirred overnight. After 18 hours, the mixture was filtered over Celite, concentrated onto silica gel, and chromatographed (10% to 40% ethyl acetate in hexanes) to give 5-isopropyl-6-methoxypyridin-2-amine (740 mg, 53% over two steps). 1H NMR (400 MHz, CHLOROFORM-d... The reactants are C1CCOC1, Cn1nnnc1S, O=C1C(Cl)=CC(=NS(=O)(=O)c2cccs2)c2ccccc21. Product: Cn1nnnc1SC1=CC(=NS(=O)(=O)c2cccs2)c2ccccc2C1=O. As a reaction SMILES: [CH2:29]1[O:30][CH2:31][CH2:32][CH2:33]1.[CH3:22][n:23]1[n:24][n:25][n:26][c:27]1[SH:28].[Cl:1][C:2]1=[CH:3][C:4](=[N:13][S:14](=[O:15])(=[O:16])[c:17]2[s:18][cH:19][cH:20][cH:21]2)[c:5]2[cH:6][cH:7][cH:8][cH:9][c:10]2[C:11]1=[O:12]>>[C:2]1([S:28][c:27]2[n:23]([CH3:22])[n:24][n:25][n:26]2)=[CH:3][C:4](=[N:13][S:14](=[O:15])(=[O:16])[c:17]2[s:18][cH:19][cH:20][cH:21]2)[c:5]2[cH:6][cH:7][cH:8][cH:9][c:10]2[C:11]1=[O:12]. Reactants: P(=O)(Cl)(Cl)Cl (phosphorus oxychloride), CN(C=O)C (N,N-dimethylformamide), N1C(N)=NC=2N=CNC2C1=O (guanine), O (water), C(O)([O-])=O.[Na+] (sodium hydrogen carbonate). Conditions: temperature 100 celsius, time 5 hour. Product: CN(C)C=NC1=NC(=C2NC=NC2=N1)Cl (2-dimethylaminomethyleneamino-6-chloropurine). As a reaction SMILES: P(Cl)(Cl)([Cl:3])=O.[CH3:6][N:7]([CH3:10])[CH:8]=O.[NH:11]1[C:20](=O)[C:19]2[NH:18][CH:17]=[N:16][C:15]=2[N:14]=[C:12]1[NH2:13].O.C(=O)([O-])O.[Na+]>>[CH3:6][N:7]([CH:8]=[N:13][C:12]1[N:14]=[C:15]2[C:19]([NH:18][CH:17]=[N:16]2)=[C:20]([Cl:3])[N:11]=1)[CH3:10] |f:4.5|. Procedure: 115.0 g (0.75 mol) of phosphorus oxychloride was added to 263.1 g (3.6 mol) of N,N-dimethylformamide, and 45.3 g (0.3 mol) of guanine (manufactured by Sumika Fine Chemicals Co., Ltd.) was then added, followed by stirring at 100° C. for 5 hours. After cooling, the reaction mixture was added to 1500 ml of water containing 315.0 g (3.75 mol) of sodium hydrogen carbonate. The precipitating crystal was collected by filtration and washed with 500 ml of water to yield a crystal of 2-dimethylaminomethyl... The reactants are [K+], CCC1=CC(N=[N+]=[N-])CCC1, [OH-], c1ccc(P(c2ccccc2)c2ccccc2)cc1. Product: CCC1=CC(N)CCC1. RXN SMILES: [K+:32].[N:1](=[N+:2]=[N-:3])[CH:4]1[CH:5]=[C:6]([CH2:10][CH3:11])[CH2:7][CH2:8][CH2:9]1.[OH-:31].[c:12]1([P:13]([c:14]2[cH:15][cH:16][cH:17][cH:18][cH:19]2)[c:20]2[cH:21][cH:22][cH:23][cH:24][cH:25]2)[cH:26][cH:27][cH:28][cH:29][cH:30]1>>[NH2:1][CH:4]1[CH:5]=[C:6]([CH2:10][CH3:11])[CH2:7][CH2:8][CH2:9]1. Starting materials: CN1CCN(CC1)C1=C(C=CC(=C1)C(F)(F)F)C1=C2CCN(CC2=CC=C1)C(=O)OC(C)(C)C (tert-butyl 5-(2-(4-methylpiperazin-1-yl)-4-(trifluoromethyl)phenyl)-3,4-dihydroisoquinoline-2(1H)-carboxylate), Cl (HCl), O1CCOCC1 (dioxane). The solvent is C1CCOC1 (THF). The product is CN1CCN(CC1)C1=C(C=CC(=C1)C(F)(F)F)C1=C2CCNCC2=CC=C1 (5-(2-(4-methylpiperazin-1-yl)-4-(trifluoromethyl)phenyl)-1,2,3,4-tetrahydroisoquinoline). Yield: 77.9%. RXN SMILES: [CH3:1][N:2]1[CH2:7][CH2:6][N:5]([C:8]2[CH:13]=[C:12]([C:14]([F:17])([F:16])[F:15])[CH:11]=[CH:10][C:9]=2[C:18]2[CH:27]=[CH:26][CH:25]=[C:24]3[C:19]=2[CH2:20][CH2:21][N:22](C(OC(C)(C)C)=O)[CH2:23]3)[CH2:4][CH2:3]1.Cl.O1CCOCC1>C1COCC1>[CH3:1][N:2]1[CH2:7][CH2:6][N:5]([C:8]2[CH:13]=[C:12]([C:14]([F:16])([F:15])[F:17])[CH:11]=[CH:10][C:9]=2[C:18]2[CH:27]=[CH:26][CH:25]=[C:24]3[C:19]=2[CH2:20][CH2:21][NH:22][CH2:23]3)[CH2:4][CH2:3]1. Procedure details: A solution of tert-butyl 5-(2-(4-methylpiperazin-1-yl)-4-(trifluoromethyl)phenyl)-3,4-dihydroisoquinoline-2(1H)-carboxylate (1.680 g, 3.53 mmol) in 4 mL THF was treated with HCl 4N in dioxane (8.83 ml, 35.3 mmol) and was heated to reflux with a heat gun. The reaction mixture was allowed to stir for an additional hour then the reaction mixture was concentrated. Purification of the resulting residue by reverse phase column chromatography [RediSep Gold C18 150 g, 5-100% (0.1% NH4OH in MeOH)/(0.1% N... Reactants: CC1=NOC(=C1C)N(S(=O)(=O)C=1C(=CC=CC1)C1=C(C=C(C=C1)C=1OC=CN1)CN1OCC(C1=O)(C)C)COCCOC (N-(3,4-Dimethyl-5-isoxazolyl)-2'-[(4,4-dimethyl-3-oxo-2-isoxazolidinyl)methyl]-N-[(2-methoxyethoxy)methyl]-4'-(2-oxazolyl)[1,1'-biphenyl]-2-sulfonamide), Cl[Si](C)(C)C (chlorotrimethylsilane), [I-].[Na+] (sodium iodide), Cl[Si](C)(C)C (chlorotrimethylsilane), [I-].[Na+] (sodium iodide). The solvent is O (water), S(=S)(=O)([O-])[O-].[Na+].[Na+] (sodium thiosulfate), C(C)#N (acetonitrile). Reaction conditions: time 30 minute. The product is CC1=NOC(=C1C)NS(=O)(=O)C=1C(=CC=CC1)C1=C(C=C(C=C1)C=1OC=CN1)CN1OCC(C1=O)(C)C (N-(3,4-Dimethyl-5-isoxazolyl)-2'-[(4,4-dimethyl-3-oxo-2-isoxazolidinyl)methyl]-4'-(2-oxazolyl)[1,1'-biphenyl]-2-sulfonamide). The yield is 40.4%. RXN SMILES: [CH3:1][C:2]1[C:6]([CH3:7])=[C:5]([N:8](COCCOC)[S:9]([C:12]2[C:13]([C:18]3[CH:23]=[CH:22][C:21]([C:24]4[O:25][CH:26]=[CH:27][N:28]=4)=[CH:20][C:19]=3[CH2:29][N:30]3[C:34](=[O:35])[C:33]([CH3:37])([CH3:36])[CH2:32][O:31]3)=[CH:14][CH:15]=[CH:16][CH:17]=2)(=[O:11])=[O:10])[O:4][N:3]=1.Cl[Si](C)(C)C.[I-].[Na+]>C(#N)C.O.S([O-])([O-])(=O)=S.[Na+].[Na+]>[CH3:1][C:2]1[C:6]([CH3:7])=[C:5]([NH:8][S:9]([C:12]2[C:13]([C:18]3[CH:23]=[CH:22][C:21]([C:24]4[O:25][CH:26]=[CH:27][N:28]=4)=[CH:20][C:19]=3[CH2:29][N:30]3[C:34](=[O:35])[C:33]([CH3:37])([CH3:36])[CH2:32][O:31]3)=[CH:14][CH:15]=[CH:16][CH:17]=2)(=[O:10])=[O:11])[O:4][N:3]=1 |f:2.3,6.7.8|. Procedure: To a solution of the title compound of Step (A) (0.2 g, 0.327 mmol) in 4 mL of acetonitrile, chlorotrimethylsilane (0.213 g, 1.1 mmol) and sodium iodide (0.294 g, 1.965 mmol) were added the mixture stirred at room temperature for 30 min. Additional portions of chlorotrimethylsilane (0.12 g, 1.84 mmol) and sodium iodide (0.2 g, 1.33 mmol) were added over a 1 hr period and the mixture stirred for an additional 1 hr. The mixture was diluted with 25 mL of water and 1 mL of saturated aqueous sodium t...